Dataset: the Open Reaction Database (ORD), a public repository of structured organic reaction records. Task: describe an organic reaction: reactants, conditions, products, and yield Starting materials: CC(C)(C)OC(=O)NC(C)(C)c1ccc(-c2nc(Nc3cccc(OCCO)c3)ncc2C#N)cc1, [Na+], O=[N+]([O-])[O-], [OH-], N=C(N)[NH2+]c1cccc(CCO)c1. Yields the product CC(C)(C)OC(=O)NC(C)(C)c1ccc(-c2nc(Nc3cccc(CCO)c3)ncc2C#N)cc1. As a reaction SMILES: [C:1]([CH3:2])([CH3:3])([CH3:4])[O:5][C:6](=[O:7])[NH:8][C:9]([CH3:10])([CH3:11])[c:12]1[cH:13][cH:14][c:15](-[c:18]2[n:19][c:20]([NH:26][c:27]3[cH:28][c:29]([O:33][CH2:34][CH2:35][OH:36])[cH:30][cH:31][cH:32]3)[n:21][cH:22][c:23]2[C:24]#[N:25])[cH:16][cH:17]1.[Na+:55].[O-:50][N+:51](=[O:52])[O-:53].[OH-:54].[OH:37][CH2:38][CH2:39][c:40]1[cH:41][c:42]([NH2+:43][C:44]([NH2:45])=[NH:46])[cH:47][cH:48][cH:49]1>>[C:1]([CH3:2])([CH3:3])([CH3:4])[O:5][C:6](=[O:7])[NH:8][C:9]([CH3:10])([CH3:11])[c:12]1[cH:13][cH:14][c:15](-[c:18]2[n:19][c:20]([NH:26][c:27]3[cH:28][c:29]([CH2:39][CH2:38][OH:37])[cH:30][cH:31][cH:32]3)[n:21][cH:22][c:23]2[C:24]#[N:25])[cH:16][cH:17]1. The reactants are C1CCOC1, N=CN, Cl, COc1ccc(N=C=S)cc1OC, [Na+], [OH-]. Yields the product COc1ccc(NC(=S)N=CN)cc1OC. As a reaction SMILES: [CH2:20]1[O:21][CH2:22][CH2:23][CH2:24]1.[CH:15](=[NH:16])[NH2:17].[ClH:14].[N:1](=[C:2]=[S:3])[c:4]1[cH:5][c:6]([O:12][CH3:13])[c:7]([O:10][CH3:11])[cH:8][cH:9]1.[Na+:19].[OH-:18]>>[NH:1]([C:2](=[S:3])[N:16]=[CH:15][NH2:17])[c:4]1[cH:5][c:6]([O:12][CH3:13])[c:7]([O:10][CH3:11])[cH:8][cH:9]1. Starting materials: P(=O)([O-])([O-])O.[Ca+2] (monocalcium phosphate), S(=O)(=O)([O-])[O-].[K+].[K+] (potassium sulfate). The product is OP(=O)(O)[O-].[K+] (KH2PO4), OP(=O)(O)O (H3PO4). RXN SMILES: [P:1]([OH:5])([O-:4])([O-:3])=[O:2].[Ca+2].S([O-])([O-])(=O)=O.[K+:12].[K+]>>[OH:3][P:1]([O-:5])([OH:4])=[O:2].[K+:12].[OH:3][P:1]([OH:5])([OH:4])=[O:2] |f:0.1,2.3.4,5.6|. Procedure: In an alternative reaction, the solid monocalcium phosphate is reacted with potassium sulfate to yield primarily KH2PO4 with little or no H3PO4 coproduct. Conversely, if a portion of the (uncrystallized) MCP/H3PO4 liquor is reacted with potassium sulfate the resulting KH2PO4 /H3PO4 solution will have a plant food value of 0-24-6. A portion of any of the K2O products may be recycled back to the acidulation vessel to provide makeup for the K2O lost in the hydrolysis sector. The reactants are OC[C@H]1CN=C(O1)C1=CC=C(N1)C=1C=C(OC=2C=CC(=NC2)S(=O)(=O)N(C)CC2=CC=C(C=C2)OC)C=C(C1)O[C@H](COC)C (5-(3-{5-[(5R)-5-Hydroxymethyl-4,5-dihydro-1,3-oxazol-2-yl]-1H-pyrrol-2-yl}-5-[(1S)-2-methoxy-1-methylethoxy]phenoxy)-N-(4-methoxybenzyl)-N-methylpyridine-2-sulfonamide). Run in FC(C(=O)O)(F)F (trifluoroacetic acid). Conditions: time 6 hour. The product is OC[C@H]1CN=C(O1)C1=CC=C(N1)C=1C=C(OC=2C=CC(=NC2)S(=O)(=O)NC)C=C(C1)O[C@H](COC)C (5-(3-{5-[(5R)-5-(Hydroxymethyl)-4,5-dihydro-1,3-oxazol-2-yl]-1H-pyrrol-2-yl}-5-[(1S)-2-methoxy-1-methylethoxy]phenoxy)-N-methylpyridine-2-sulfonamide). Yield: 75.8%. RXN SMILES: [OH:1][CH2:2][C@@H:3]1[O:7][C:6]([C:8]2[NH:12][C:11]([C:13]3[CH:14]=[C:15]([CH:37]=[C:38]([O:40][C@@H:41]([CH3:45])[CH2:42][O:43][CH3:44])[CH:39]=3)[O:16][C:17]3[CH:18]=[CH:19][C:20]([S:23]([N:26](CC4C=CC(OC)=CC=4)[CH3:27])(=[O:25])=[O:24])=[N:21][CH:22]=3)=[CH:10][CH:9]=2)=[N:5][CH2:4]1>FC(F)(F)C(O)=O>[OH:1][CH2:2][C@@H:3]1[O:7][C:6]([C:8]2[NH:12][C:11]([C:13]3[CH:14]=[C:15]([CH:37]=[C:38]([O:40][C@@H:41]([CH3:45])[CH2:42][O:43][CH3:44])[CH:39]=3)[O:16][C:17]3[CH:18]=[CH:19][C:20]([S:23]([NH:26][CH3:27])(=[O:24])=[O:25])=[N:21][CH:22]=3)=[CH:10][CH:9]=2)=[N:5][CH2:4]1. Procedure details: 5-(3-{5-[(5R)-5-Hydroxymethyl-4,5-dihydro-1,3-oxazol-2-yl]-1H-pyrrol-2-yl}-5-[(1S)-2-methoxy-1-methylethoxy]phenoxy)-N-(4-methoxybenzyl)-N-methylpyridine-2-sulfonamide (292 mg, 0.47 mmol) synthesized in Example (127a) was dissolved in trifluoroacetic acid (2 mL), and stirring was carried out at 45° C. for 6 hours. The solvent was distilled off under reduced pressure, methylene chloride and triethylamine were added in small portions to the residue, and the solvent was distilled off again under re...